Dataset: the Open Reaction Database (ORD), a public repository of structured organic reaction records. Task: describe an organic reaction: reactants, conditions, products, and yield Starting materials: COC(N(C)C)OC (N,N-dimethylformamide dimethyl acetal), COC(CC(CC)=O)=O (methyl-3-oxo-pentanoate). Run at temperature 110 celsius. The product is CN(C)\C=C(/C(=O)OC)\C(CC)=O (methyl (2Z)-2-[(dimethylamino)methylene]-3-oxopentanoate). As a reaction SMILES: CO[CH:3](OC)[N:4]([CH3:6])[CH3:5].[CH3:9][O:10][C:11](=[O:17])[CH2:12][C:13](=[O:16])[CH2:14][CH3:15]>>[CH3:6][N:4](/[CH:3]=[C:12](/[C:13](=[O:16])[CH2:14][CH3:15])\[C:11]([O:10][CH3:9])=[O:17])[CH3:5]. Reported procedure: To N,N-dimethylformamide dimethyl acetal (0.384 ml, 2.88 mmol) was added methyl-3-oxo-pentanoate (250 mg, 1.92 mmol) and the mixture was heated to 110° C. in a sealed vessel. After 30 minutes the reaction mixture was cooled and concentrated to afford methyl (2Z)-2-[(dimethylamino)methylene]-3-oxopentanoate which was used without further purification. The reactants are [BH4-].[Na+] (sodium borohydride), [OH-].[Na+] (NaOH), NCCOC1=CC=C(C=C1)C1C(CN(CC1)C(=O)OCC1=CC=CC=C1)OCC=1C=CC2=C(N(CCO2)CCCOC)C1 (benzyl 4-[4-(2-aminoethoxy)phenyl]-3-[4-(3-methoxypropyl)-3,4-dihydro-2H-benzo[1,4]oxazin-6-ylmethoxy]piperidine-1-carboxylate), C1(CCCCC1)C=O (cyclohexanecarbaldehyde). Run in CO (methanol). Run at time 2 hour. Product: C1(CCCCC1)CNCCOC1=CC=C(C=C1)C1C(CN(CC1)C(=O)OCC1=CC=CC=C1)OCC=1C=CC2=C(N(CCO2)CCCOC)C1 (Benzyl 4-{4-[2-(cyclohexylmethylamino)ethoxy]phenyl}-3-[4-(3-methoxypropyl)-3,4-dihydro-2H-benzo[1,4]oxazin-6-ylmethoxy]piperidine-1-carboxylate), SiO2. RXN SMILES: [NH2:1][CH2:2][CH2:3][O:4][C:5]1[CH:10]=[CH:9][C:8]([CH:11]2[CH2:16][CH2:15][N:14]([C:17]([O:19][CH2:20][C:21]3[CH:26]=[CH:25][CH:24]=[CH:23][CH:22]=3)=[O:18])[CH2:13][CH:12]2[O:27][CH2:28][C:29]2[CH:30]=[CH:31][C:32]3[O:37][CH2:36][CH2:35][N:34]([CH2:38][CH2:39][CH2:40][O:41][CH3:42])[C:33]=3[CH:43]=2)=[CH:7][CH:6]=1.[CH:44]1([CH:50]=O)[CH2:49][CH2:48][CH2:47][CH2:46][CH2:45]1.[BH4-].[Na+].[OH-].[Na+]>CO>[CH:44]1([CH2:50][NH:1][CH2:2][CH2:3][O:4][C:5]2[CH:6]=[CH:7][C:8]([CH:11]3[CH2:16][CH2:15][N:14]([C:17]([O:19][CH2:20][C:21]4[CH:26]=[CH:25][CH:24]=[CH:23][CH:22]=4)=[O:18])[CH2:13][CH:12]3[O:27][CH2:28][C:29]3[CH:30]=[CH:31][C:32]4[O:37][CH2:36][CH2:35][N:34]([CH2:38][CH2:39][CH2:40][O:41][CH3:42])[C:33]=4[CH:43]=3)=[CH:9][CH:10]=2)[CH2:49][CH2:48][CH2:47][CH2:46][CH2:45]1 |f:2.3,4.5|. Procedure details: A solution of 0.346 g of benzyl 4-[4-(2-aminoethoxy)phenyl]-3-[4-(3-methoxypropyl)-3,4-dihydro-2H-benzo[1,4]oxazin-6-ylmethoxy]piperidine-1-carboxylate (Example 184b) and 0.068 ml of cyclohexanecarbaldehyde in 2 ml of methanol is stirred at room temperature over 3.5 hours, admixed in portions with 0.037 g of sodium borohydride and subsequently stirred for a further 2 hours. The reaction mixture is admixed with 2 ml of 1N NaOH, stirred for 30 minutes and then partitioned between ethyl acetate and... The reactants are S(O)(O)(=O)=O (sulfuric acid), C(C)(C)(CC)OO (TAHP), O=C1C(CCCC1)C(=O)OCC (ethyl 2-oxo-1-cyclohexanecarboxylate), ( 2X ), S(O)(O)(=O)=O (sulfuric acid), ( 2x ). Conditions: temperature -10 celsius. Product: C(C)(C)(CC)OOC1(C(CCCC1)C(=O)OCC)OOC(C)(C)CC (Ethyl 2,2-di(tertiary-amylperoxy)-1-cyclohexanecarboxylate). As a reaction SMILES: [C:1]([O:6][OH:7])([CH2:4][CH3:5])([CH3:3])[CH3:2].[O:8]=[C:9]1[CH2:14][CH2:13][CH2:12][CH2:11][CH:10]1[C:15]([O:17][CH2:18][CH3:19])=[O:16].S(=O)(=O)(O)O>>[C:1]([O:6][O:7][C:9]1([O:8][O:6][C:1]([CH2:4][CH3:5])([CH3:3])[CH3:2])[CH2:14][CH2:13][CH2:12][CH2:11][CH:10]1[C:15]([O:17][CH2:18][CH3:19])=[O:16])([CH2:4][CH3:5])([CH3:3])[CH3:2]. Reported procedure: Ethyl 2,2-di(tertiary-amylperoxy)-1-cyclohexanecarboxylate was prepared by the addition of 92.64% TAHP (tertiary amyl hydroperoxide) (42.16 g, 0.3750 mol) to 95% ethyl 2-oxo-1-cyclohexanecarboxylate (17.92 g, 0.1000 mol) at room temperature in a three necked 250-mL round bottomed flask equipped with a thermometer and mechanical stirrer. The solution was cooled to −10° C. via a dry ice-acetone bath and 78% sulfuric acid (15.09, 0.1200 mol) was added dropwise to the solution with the temperature a... Reactants: C=CCc1ccc(F)c(-c2ccc(Cl)cc2Cl)c1O, ClCCl. Product: CC=Cc1ccc(F)c(-c2ccc(Cl)cc2Cl)c1O. RXN SMILES: [CH2:1]([CH:2]=[CH2:3])[c:4]1[c:5]([OH:19])[c:6](-[c:11]2[c:12]([Cl:18])[cH:13][c:14]([Cl:17])[cH:15][cH:16]2)[c:7]([F:10])[cH:8][cH:9]1.[CH2:20]([Cl:21])[Cl:22]>>[CH:1](=[CH:2][CH3:3])[c:4]1[c:5]([OH:19])[c:6](-[c:11]2[c:12]([Cl:18])[cH:13][c:14]([Cl:17])[cH:15][cH:16]2)[c:7]([F:10])[cH:8][cH:9]1.